This data is from the Open Reaction Database (ORD), a public repository of structured organic reaction records. The task is: describe an organic reaction: reactants, conditions, products, and yield Reaction SMILES: Cl.[NH2:2][C:3]1[C:4]2[C:14]([O:15][CH2:16][C@H:17]3[CH2:22][CH2:21][CH2:20][NH:19][CH2:18]3)=[CH:13][CH:12]=[CH:11][C:5]=2[NH:6][S:7](=[O:10])(=[O:9])[N:8]=1.[CH3:23][N:24]([CH3:34])[C:25]1[CH:26]=[C:27]([CH:31]=[CH:32][N:33]=1)[C:28](O)=[O:29]>>[NH2:2][C:3]1[C:4]2[C:14]([O:15][CH2:16][C@H:17]3[CH2:22][CH2:21][CH2:20][N:19]([C:28]([C:27]4[CH:31]=[CH:32][N:33]=[C:25]([N:24]([CH3:34])[CH3:23])[CH:26]=4)=[O:29])[CH2:18]3)=[CH:13][CH:12]=[CH:11][C:5]=2[NH:6][S:7](=[O:9])(=[O:10])[N:8]=1 |f:0.1|. Starting materials: Cl.NC=1C2=C(NS(N1)(=O)=O)C=CC=C2OC[C@@H]2CNCCC2 ((S)-4-amino-5-(piperidin-3-ylmethoxy)-1H-benzo[c][1,2,6]thiadiazine 2,2-dioxide hydrochloride), CN(C=1C=C(C(=O)O)C=CN1)C (2-(dimethylamino)isonicotinic acid). Procedure: Prepared as in Example 2 from (S)-4-amino-5-(piperidin-3-ylmethoxy)-1H-benzo[c][1,2,6]thiadiazine 2,2-dioxide hydrochloride (Example 2a) and 2-(dimethylamino)isonicotinic acid (8%). 1H NMR (400 MHz, DMSO-d6, 60° C.) δ1.45 (br m, 2H), 1.68 (br m, 1H), 1.90 (br m, 1H), 2.16 (br m, 2H), 3.00 (s, 6H), 3.30-4.09 (br m, 4H), 6.44 (d, J=5.6 Hz, 1H), 6.47 (s, 1H), 6.61 (d, J=8.4 Hz, 1H), 6.69 (d, J=6.8 Hz, 1H), 7.39 (t, J=8.0 Hz, 1H), 7.67 (br s, 2H), 10.67 (br s, 1H). MS 459 (MH+) The product is NC=1C2=C(NS(N1)(=O)=O)C=CC=C2OC[C@@H]2CN(CCC2)C(=O)C2=CC(=NC=C2)N(C)C ((S)-(3-(((4-amino-2,2-dioxido-1H-benzo[c][1,2,6]thiadiazin-5-yl)oxy)methyl)piperidin-1-yl)(2-(dimethylamino)pyridin-4-yl)methanone). Procedure: Under N2, 1-ethyl-5,6-dimethoxy-1H-benzo[d][1,3]oxazine-2,4-dione (12 g, 43.5 mmol) in N,N-Dimethylformamide (DMF) (250 mL) was added to a solution of (Z)-3-ethoxy-3-oxoprop-1-en-1-olate, Sodium salt (18.01 g, 130 mmol) in N,N-Dimethylformamide (DMF) (150 mL) with stirring. The resulting solution was stirred at 110° C. for 3 h. After cooling down, the mixture was concentrated in vacuo and the orange residue was taken up in water. The aqueous solution was washed with ethyl ether (3×), acidified t... The yield is 33.9%. The product is C(C)N1C=C(C(C2=C(C(=CC=C12)OC)OC)=O)C(=O)OCC (ethyl 1-ethyl-5,6-dimethoxy-4-oxo-1,4-dihydroquinoline-3-carboxylate). The reactants are C(C)N1C(OC(C2=C1C=CC(=C2OC)OC)=O)=O (1-ethyl-5,6-dimethoxy-1H-benzo[d][1,3]oxazine-2,4-dione), C(C)OC(\C=C/[O-])=O ((Z)-3-ethoxy-3-oxoprop-1-en-1-olate), [Na] (Sodium). Run in CN(C=O)C (N,N-Dimethylformamide), CN(C=O)C (N,N-Dimethylformamide). As a reaction SMILES: [CH2:1]([N:3]1[C:8]2[CH:9]=[CH:10][C:11]([O:15][CH3:16])=[C:12]([O:13][CH3:14])[C:7]=2C(=O)O[C:4]1=O)[CH3:2].[CH2:19]([O:21][C:22](=[O:26])/[CH:23]=[CH:24]\[O-:25])[CH3:20].[Na]>CN(C)C=O>[CH2:1]([N:3]1[C:8]2[C:7](=[C:12]([O:13][CH3:14])[C:11]([O:15][CH3:16])=[CH:10][CH:9]=2)[C:24](=[O:25])[C:23]([C:22]([O:21][CH2:19][CH3:20])=[O:26])=[CH:4]1)[CH3:2] |^1:26|.